Dataset: the Open Reaction Database (ORD), a public repository of structured organic reaction records. Task: describe an organic reaction: reactants, conditions, products, and yield Yields the product CC#CCOc1ncnc(Oc2ccccc2Cl)c1F. Reaction SMILES: [C:14](=[O:15])([O-:16])[O-:17].[CH3:30][N:31]([CH3:32])[CH:33]=[O:34].[Cl-:28].[Cl:1][c:2]1[n:3][cH:4][n:5][c:6]([O:9][CH2:10][C:11]#[C:12][CH3:13])[c:7]1[F:8].[K+:18].[K+:19].[NH4+:29].[OH:20][c:21]1[cH:22][cH:23][cH:24][cH:25][c:26]1[Cl:27]>>[c:2]1([O:20][c:21]2[cH:22][cH:23][cH:24][cH:25][c:26]2[Cl:27])[n:3][cH:4][n:5][c:6]([O:9][CH2:10][C:11]#[C:12][CH3:13])[c:7]1[F:8]. The reactants are O=C([O-])[O-], CN(C)C=O, [Cl-], CC#CCOc1ncnc(Cl)c1F, [K+], [K+], [NH4+], Oc1ccccc1Cl. The reactants are COC1=CC=C(C(=O)N(C2=NC3=CC=C(C=C3C(=C2C#N)NCC2=CC=CC=C2)N(C)C)C(C2=CC=C(C=C2)OC)=O)C=C1 (4-methoxy-N-(4-methoxybenzoyl)-N-(6-dimethylamino-4-benzylamino-3-cyanoquinolin-2-yl)benzamide), C(O)([O-])=O.[Na+] (sodium hydrogen carbonate), C(C)(=O)O (acetic acid). Run in C(C)#N (acetonitrile), [OH-].[K+] (potassium hydroxide). Yields the product COC1=CC=C(C(=O)NC2=NC3=CC=C(C=C3C(=C2C#N)N=CC2=CC=CC=C2)N(C)C)C=C1 (4-Methoxy-N-(6-dimethylamino-4-benzalamino-3-cyanoquinolin-2-yl)benzamide). Reaction SMILES: [CH3:1][O:2][C:3]1[CH:44]=[CH:43][C:6]([C:7]([N:9](C(=O)C2C=CC(OC)=CC=2)[C:10]2[C:19]([C:20]#[N:21])=[C:18]([NH:22][CH2:23][C:24]3[CH:29]=[CH:28][CH:27]=[CH:26][CH:25]=3)[C:17]3[C:12](=[CH:13][CH:14]=[C:15]([N:30]([CH3:32])[CH3:31])[CH:16]=3)[N:11]=2)=[O:8])=[CH:5][CH:4]=1.C(O)(=O)C.C(=O)([O-])O.[Na+]>C(#N)C.[OH-].[K+]>[CH3:1][O:2][C:3]1[CH:4]=[CH:5][C:6]([C:7]([NH:9][C:10]2[C:19]([C:20]#[N:21])=[C:18]([N:22]=[CH:23][C:24]3[CH:25]=[CH:26][CH:27]=[CH:28][CH:29]=3)[C:17]3[C:12](=[CH:13][CH:14]=[C:15]([N:30]([CH3:31])[CH3:32])[CH:16]=3)[N:11]=2)=[O:8])=[CH:43][CH:44]=1 |f:2.3,5.6|. Reported procedure: To the solution of 2.3 g of 4-methoxy-N-(4-methoxybenzoyl)-N-(6-dimethylamino-4-benzylamino-3-cyanoquinolin-2-yl)benzamide in 20 mL of acetonitrile, 5 mL of 1N methanolic potassium hydroxide solution is added. The reaction mixture is heated under reflux conditions for 10 minutes, 1.5 mL of glacial acetic acid is added to it, then it is neutralized with 15 mL of 1M sodium hydrogen carbonate solution. The precipitate is filtered off, the yellow crystalline material is recrystallized from the mixtu...